Task: describe an organic reaction: reactants, conditions, products, and yield. Dataset: the Open Reaction Database (ORD), a public repository of structured organic reaction records Starting materials: CC(C)(C)OC(=O)c1nc(Cl)ccc1Br, O=C([O-])[O-], CCOC(C)=O, Cl, Cl, [Cs+], [Cs+], O=C(O)CC(O)(CC(=O)O)C(=O)O, O=C(Nc1nc2ccccc2s1)c1cccc2c1CNCC2. Product: CC(C)(C)OC(=O)c1nc(N2CCc3cccc(C(=O)Nc4nc5ccccc5s4)c3C2)ccc1Br. As a reaction SMILES: [Br:7][c:8]1[c:9]([C:15](=[O:16])[O:17][C:18]([CH3:19])([CH3:20])[CH3:21])[n:10][c:11]([Cl:14])[cH:12][cH:13]1.[C:1](=[O:2])([O-:3])[O-:4].[CH3:46][CH2:47][O:48][C:49](=[O:50])[CH3:51].[ClH:22].[ClH:23].[Cs+:5].[Cs+:6].[OH:52][C:53]([CH2:54][C:55]([C:56](=[O:57])[OH:58])([CH2:59][C:60](=[O:61])[OH:62])[OH:63])=[O:64].[s:24]1[c:25]([NH:33][C:34](=[O:35])[c:36]2[cH:37][cH:38][cH:39][c:40]3[c:45]2[CH2:44][NH:43][CH2:42][CH2:41]3)[n:26][c:27]2[c:28]1[cH:29][cH:30][cH:31][cH:32]2>>[Br:7][c:8]1[c:9]([C:15](=[O:16])[O:17][C:18]([CH3:19])([CH3:20])[CH3:21])[n:10][c:11]([N:43]2[CH2:42][CH2:41][c:40]3[cH:39][cH:38][cH:37][c:36]([C:34]([NH:33][c:25]4[s:24][c:28]5[c:27]([n:26]4)[cH:32][cH:31][cH:30][cH:29]5)=[O:35])[c:45]3[CH2:44]2)[cH:12][cH:13]1. Starting materials: IC=1C=C(C=CC1OCCC)C1=NC(=NO1)C1=C2CCN(C2=CC=C1)CC1(COC(OC1)(C)C)NC(OC(C)(C)C)=O (tert-Butyl 5-((4-(5-(3-iodo-4-propoxyphenyl)-1,2,4-oxadiazol-3-yl)indolin-1-yl)methyl)-2,2-dimethyl-1,3-dioxan-5-ylcarbamate), C(C)OC=1C=C(C=CC1OCC)C1=NC(=NO1)C1=C2CCN(C2=CC=C1)CC1(COC(OC1)(C)C)NC(OC(C)(C)C)=O (tert-butyl 5-((4-(5-(3,4-diethoxyphenyl)-1,2,4-oxadiazol-3-yl)indolin-1-yl)methyl)-2,2-dimethyl-1,3-dioxan-5-ylcarbamate). Yields the product NC(CO)(CO)CN1CCC2=C(C=CC=C12)C1=NOC(=N1)C1=CC(=C(C=C1)OCCC)I (2-Amino-2-((4-(5-(3-iodo-4-propoxyphenyl)-1,2,4-oxadiazol-3-yl)indolin-1-yl)methyl)propane-1,3-diol). The yield is 75.0%. As a reaction SMILES: [I:1][C:2]1[CH:3]=[C:4]([C:12]2[O:16][N:15]=[C:14]([C:17]3[CH:25]=[CH:24][CH:23]=[C:22]4[C:18]=3[CH2:19][CH2:20][N:21]4[CH2:26][C:27]3([NH:35]C(=O)OC(C)(C)C)[CH2:32][O:31]C(C)(C)[O:29][CH2:28]3)[N:13]=2)[CH:5]=[CH:6][C:7]=1[O:8][CH2:9][CH2:10][CH3:11].C(OC1C=C(C2ON=C(C3C=CC=C4C=3CCN4CC3(NC(=O)OC(C)(C)C)COC(C)(C)OC3)N=2)C=CC=1OCC)C>>[NH2:35][C:27]([CH2:26][N:21]1[C:22]2[C:18](=[C:17]([C:14]3[N:13]=[C:12]([C:4]4[CH:5]=[CH:6][C:7]([O:8][CH2:9][CH2:10][CH3:11])=[C:2]([I:1])[CH:3]=4)[O:16][N:15]=3)[CH:25]=[CH:24][CH:23]=2)[CH2:19][CH2:20]1)([CH2:28][OH:29])[CH2:32][OH:31]. Reported procedure: When the product of Step F was substituted for tert-butyl 5-((4-(5-(3,4-diethoxyphenyl)-1,2,4-oxadiazol-3-yl)indolin-1-yl)methyl)-2,2-dimethyl-1,3-dioxan-5-ylcarbamate in Example 34, Step E, the identical process afforded the title compound in 75% yield., as a colourless solid. 1H-NMR (DMSO-d6) 1.02 (tr, 3H, J=7.3 Hz); 1.4 (broad s, 2H); 1.72-1.8 (m, 2H); 2.98 (s, 2H); 3.2-3.4 (m, 6H+H2O); 3.53 (tr, 2H, J=8.3 Hz); 4.09 3.53 (tr, 2H, J=6.1 Hz); 4.56 (broad s, 2H); 6.76 (d, 1H, J=7.7 Hz); 7.09-7.2... Reactants: CCOC(C)=O, COc1cc(C2CC(=O)NC(C)=C2C(=O)Nc2ccc3[nH]nc(C)c3c2)ccc1Cl, ClCCl, [Na+], [OH-], O. Yields the product CC1=C(C(=O)Nc2ccc3[nH]nc(C)c3c2)C(c2ccc(Cl)c(O)c2)CC(=O)N1. Reaction SMILES: [CH3:36][CH2:37][O:38][C:39]([CH3:40])=[O:41].[Cl:1][c:2]1[c:3]([O:29][CH3:30])[cH:4][c:5]([CH:8]2[C:9]([C:16](=[O:17])[NH:18][c:19]3[cH:20][c:21]4[c:22]([CH3:28])[n:23][nH:24][c:25]4[cH:26][cH:27]3)=[C:10]([CH3:15])[NH:11][C:12](=[O:14])[CH2:13]2)[cH:6][cH:7]1.[Cl:33][CH2:34][Cl:35].[Na+:32].[OH-:31].[OH2:42]>>[Cl:1][c:2]1[c:3]([OH:29])[cH:4][c:5]([CH:8]2[C:9]([C:16](=[O:17])[NH:18][c:19]3[cH:20][c:21]4[c:22]([CH3:28])[n:23][nH:24][c:25]4[cH:26][cH:27]3)=[C:10]([CH3:15])[NH:11][C:12](=[O:14])[CH2:13]2)[cH:6][cH:7]1. Starting materials: C([O-])(O)=O.[Na+] (sodium bicarbonate), C(=O)(N1C=NC=C1)N1C=NC=C1 (Carbonyldiimidazole), C(C1=CN=CC=C1)(=O)O (nicotinic acid), acid, C(C)(=O)OC(C)(C)C (tert-butyl acetate), C(C)(C)[N-]C(C)C.[Li+] (lithium diisopropylamide), C(C)(=O)OC(C)(C)C (tert-butyl acetate), Cl (hydrochloric acid). Run in C(C)(=O)OCC.CCCCCC (ethyl acetate hexane), C1(=CC=CC=C1)C (toluene), O1CCCC1 (tetrahydrofuran). Conditions: time 2 hour. Yields the product O=C(CCC(=O)OCC)C=1C=NC=CC1 (ethyl 4-oxo-4-(3-pyridyl)butyrate). Isolated yield 38.0%. Reaction SMILES: [C:1](N1C=CN=C1)(N1C=CN=C1)=O.[C:13]([OH:21])(=O)[C:14]1[CH:19]=[CH:18][CH:17]=[N:16][CH:15]=1.[C:22]([O:25][C:26]([CH3:29])(C)C)(=[O:24])[CH3:23].C([N-]C(C)C)(C)C.[Li+].Cl.C(=O)(O)[O-].[Na+]>O1CCCC1.C1(C)C=CC=CC=1.C(OCC)(=O)C.CCCCCC>[O:21]=[C:13]([C:14]1[CH:15]=[N:16][CH:17]=[CH:18][CH:19]=1)[CH2:1][CH2:23][C:22]([O:25][CH2:26][CH3:29])=[O:24] |f:3.4,6.7,10.11|. Procedure: Carbonyldiimidazole (7.25 g) was added to a solution of nicotinic acid (5.00 g) in tetrahydrofuran (100 ml) at 0° C. After stirring at room temperature for 2 hours, the mixture was added dropwise to a solution lithiated tert-butyl acetate prepared from tert-butyl acetate (17.5 ml) and lithium diisopropylamide (2N tetrahydrofuran solution, 65 ml) −78° C. over 1 hour. After stirring for 15 minutes, 1N hydrochloric acid (250 ml) was added and extracted with ethyl acetate. The ethyl acetate layer wa... The reactants are O=C(n1ccnc1)n1ccnc1, CN(C)C=O, Nc1nnn[nH]1, O=C(O)c1ccc2nc3ccsc3c(=O)n2c1, O. Product: O=C(Nc1nnn[nH]1)c1ccc2nc3ccsc3c(=O)n2c1. As a reaction SMILES: [C:18]([n:19]1[cH:20][cH:21][n:22][cH:23]1)([n:24]1[cH:25][cH:26][n:27][cH:28]1)=[O:29].[CH3:37][N:38]([CH3:39])[CH:40]=[O:41].[NH2:31][c:32]1[n:33][n:34][n:35][nH:36]1.[O:1]=[c:2]1[c:3]2[c:4]([n:5][c:6]3[n:7]1[cH:8][c:9]([C:12](=[O:13])[OH:14])[cH:10][cH:11]3)[cH:15][cH:16][s:17]2.[OH2:30]>>[O:1]=[c:2]1[c:3]2[c:4]([n:5][c:6]3[n:7]1[cH:8][c:9]([C:12](=[O:14])[NH:31][c:32]1[n:33][n:34][n:35][nH:36]1)[cH:10][cH:11]3)[cH:15][cH:16][s:17]2. Run in C1CCOC1 (THF). As a reaction SMILES: [O:1]1[C:6]2[CH:7]=[CH:8][CH:9]=[CH:10][C:5]=2[O:4][CH2:3][C@@H:2]1[C:11]([N:13]1[CH2:18][CH2:17][CH2:16][C@H:15]([C:19]2[CH:24]=[CH:23][CH:22]=[C:21]([O:25][CH2:26][F:27])[CH:20]=2)[CH2:14]1)=O>C1COCC1>[O:1]1[C:6]2[CH:7]=[CH:8][CH:9]=[CH:10][C:5]=2[O:4][CH2:3][C@@H:2]1[CH2:11][N:13]1[CH2:18][CH2:17][CH2:16][C@H:15]([C:19]2[CH:24]=[CH:23][CH:22]=[C:21]([O:25][CH2:26][F:27])[CH:20]=2)[CH2:14]1. Product: O1[C@H](COC2=C1C=CC=C2)CN2C[C@H](CCC2)C2=CC(=CC=C2)OCF ((R*)-1-[(S)-1-(2,3-Dihydro-benzo[1,4]dioxin-2-yl)methyl]-3-(3-fluoromethoxy-phenyl)-piperidine). Procedure details: (R)-2,3-Dihydro-benzo[1,4]dioxin-2-yl-[(R*)-3-(3-fluoromethoxy-phenyl)-piperidin-1-yl]-methanone (0.13 mmol, 50 mg) was treated with BH3 THF according to the above general procedure. Flash chromatography gave the title compound. The reactants are O1[C@H](COC2=C1C=CC=C2)C(=O)N2C[C@H](CCC2)C2=CC(=CC=C2)OCF ((R)-2,3-Dihydro-benzo[1,4]dioxin-2-yl-[(R*)-3-(3-fluoromethoxy-phenyl)-piperidin-1-yl]-methanone).